Dataset: the Open Reaction Database (ORD), a public repository of structured organic reaction records. Task: describe an organic reaction: reactants, conditions, products, and yield The reactants are stannous chloride, [N+](=O)([O-])C1=CC=C(C=C1)C1CCOCC1 (4-(p-nitrophenyl)-tetrahydropyran). Solvent: Cl (hydrochloric acid). Reaction conditions: temperature 60 celsius. Yields the product NC1=CC=C(C=C1)C1CCOCC1 (4-(p-aminophenyl)-tetrahydropyran). Isolated yield 72.7%. RXN SMILES: [N+:1]([C:4]1[CH:9]=[CH:8][C:7]([CH:10]2[CH2:15][CH2:14][O:13][CH2:12][CH2:11]2)=[CH:6][CH:5]=1)([O-])=O>Cl>[NH2:1][C:4]1[CH:9]=[CH:8][C:7]([CH:10]2[CH2:11][CH2:12][O:13][CH2:14][CH2:15]2)=[CH:6][CH:5]=1. Reported procedure: 140 g of stannous chloride were added over 30 minutes at room temperature to a suspension of 43.4 g of 4-(p-nitrophenyl)-tetrahydropyran in 435 ml of concentrated hydrochloric acid and the mixture was heated at 60° C for 2 hours and was cooled to 4° C. The mixture was filtered and the recovered crystals were washed with water and dissolved in a mixture of 300 g of iced water and 300 ml of 2N sodium hydroxide. The solution was stirred at room temperature and was then filtered. The recovered cryst... The reactants are ClCCl, Cc1ccc(S(=O)(=O)OCC2COc3ccc(NC(=O)OCc4ccccc4)c(C=O)c3O2)cc1, O=C(OO)c1cccc(Cl)c1. The product is Cc1ccc(S(=O)(=O)OCC2COc3ccc(NC(=O)OCc4ccccc4)c(O)c3O2)cc1. Reaction SMILES: [CH2:47]([Cl:48])[Cl:49].[CH3:1][c:2]1[cH:3][cH:4][c:5]([S:8](=[O:9])(=[O:10])[O:11][CH2:12][CH:13]2[CH2:14][O:15][c:16]3[c:17]([c:19]([CH:34]=[O:35])[c:20]([NH:23][C:24](=[O:25])[O:26][CH2:27][c:28]4[cH:29][cH:30][cH:31][cH:32][cH:33]4)[cH:21][cH:22]3)[O:18]2)[cH:6][cH:7]1.[Cl:36][c:37]1[cH:38][c:39]([C:44](=[O:41])[O:45][OH:46])[cH:40][cH:42][cH:43]1>>[CH3:1][c:2]1[cH:3][cH:4][c:5]([S:8](=[O:9])(=[O:10])[O:11][CH2:12][CH:13]2[CH2:14][O:15][c:16]3[c:17]([c:19]([OH:41])[c:20]([NH:23][C:24](=[O:25])[O:26][CH2:27][c:28]4[cH:29][cH:30][cH:31][cH:32][cH:33]4)[cH:21][cH:22]3)[O:18]2)[cH:6][cH:7]1. Reactants: CCOC(=O)C1CC(c2ccc(C(F)(F)F)cc2)CN(C(=O)C2CCCC2)C1, [Li+], C1COCCO1, [OH-], O. Product: O=C(O)C1CC(c2ccc(C(F)(F)F)cc2)CN(C(=O)C2CCCC2)C1. Reaction SMILES: [CH:9]1([C:14](=[O:15])[N:16]2[CH2:17][CH:18]([C:32](=[O:33])[O:34][CH2:35][CH3:36])[CH2:19][CH:20]([c:22]3[cH:23][cH:24][c:25]([C:28]([F:29])([F:30])[F:31])[cH:26][cH:27]3)[CH2:21]2)[CH2:10][CH2:11][CH2:12][CH2:13]1.[Li+:7].[O:1]1[CH2:2][CH2:3][O:4][CH2:5][CH2:6]1.[OH-:8].[OH2:37]>>[CH:9]1([C:14](=[O:15])[N:16]2[CH2:17][CH:18]([C:32](=[O:33])[OH:34])[CH2:19][CH:20]([c:22]3[cH:23][cH:24][c:25]([C:28]([F:29])([F:30])[F:31])[cH:26][cH:27]3)[CH2:21]2)[CH2:10][CH2:11][CH2:12][CH2:13]1. Starting materials: [C-]#N, O=C([O-])[O-], Cl, [K+], Nc1cc(C(=O)O)cc([N+](=O)[O-])c1, [Na+], [Na+], O. The product is N#Cc1cc(C(=O)O)cc([N+](=O)[O-])c1. RXN SMILES: [C-:20]#[N:21].[C:14](=[O:15])([O-:16])[O-:17].[ClH:23].[K+:22].[NH2:1][c:2]1[cH:3][c:4]([C:5](=[O:6])[OH:7])[cH:8][c:9]([N+:11](=[O:12])[O-:13])[cH:10]1.[Na+:18].[Na+:19].[OH2:24]>>[c:2]1([C:20]#[N:21])[cH:3][c:4]([C:5](=[O:6])[OH:7])[cH:8][c:9]([N+:11](=[O:12])[O-:13])[cH:10]1. The reactants are ClC1=CC(=C(C=C1)C1(CCNCC1)O)C (4-(4-chloro-2-methyl-phenyl)-piperidin-4-ol), N1=C(C=CC=C1C)C (2,6-lutidine), [I-].[K+] (potassium iodide), BrCCC=C1C2=C(OCC3=C1C=CC=N3)C=CC(=C2)C(C)(C)O (2-[5-(3-Bromo-propylidene)-5,11-dihydro-10-oxa-1-aza-dibenzo[a,d]cyclohepten-7-yl]-propan-2-ol). Run in C(C)(C)O (isopropanol). Run at temperature 80 celsius, time 14 hour. Product: ClC1=CC(=C(C=C1)C1(CCN(CC1)CCC=C1C2=C(OCC3=C1C=CC=N3)C=CC(=C2)C(C)(C)O)O)C (4-(4-Chloro-2-methyl-phenyl)-1-{3-[7-(1-hydroxy-1-methyl-ethyl)-11H-10-oxa-1-aza-dibenzo[a,d]cyclohepten-5-ylidene]-propyl}-piperidin-4-ol). Isolated yield 42.4%. Reaction SMILES: [Cl:1][C:2]1[CH:7]=[CH:6][C:5]([C:8]2([OH:14])[CH2:13][CH2:12][NH:11][CH2:10][CH2:9]2)=[C:4]([CH3:15])[CH:3]=1.N1C(C)=CC=CC=1C.[I-].[K+].Br[CH2:27][CH2:28][CH:29]=[C:30]1[C:36]2[CH:37]=[CH:38][CH:39]=[N:40][C:35]=2[CH2:34][O:33][C:32]2[CH:41]=[CH:42][C:43]([C:45]([OH:48])([CH3:47])[CH3:46])=[CH:44][C:31]1=2>C(O)(C)C>[Cl:1][C:2]1[CH:7]=[CH:6][C:5]([C:8]2([OH:14])[CH2:9][CH2:10][N:11]([CH2:27][CH2:28][CH:29]=[C:30]3[C:36]4[CH:37]=[CH:38][CH:39]=[N:40][C:35]=4[CH2:34][O:33][C:32]4[CH:41]=[CH:42][C:43]([C:45]([OH:48])([CH3:47])[CH3:46])=[CH:44][C:31]3=4)[CH2:12][CH2:13]2)=[C:4]([CH3:15])[CH:3]=1 |f:2.3|. Procedure details: To a solution of the 4-(4-chloro-2-methyl-phenyl)-piperidin-4-ol (0.160 g, 0.71 mmol) in isopropanol was added 2,6-lutidine (0.24 mL, 2.1 mmol) and catalytic potassium iodide. This mixture was heated to 80° C., and treated with 2-[5-(3-Bromo-propylidene)-5,11-dihydro-10-oxa-1-aza-dibenzo[a,d]cyclohepten-7-yl]-propan-2-ol (0.221 g, 0.59 mmol), added in portions over 1 h. The solution was then stirred at 80° C. for an additional 14 h. The reaction was concentrated in vacuo, then purified by Isco f...